This data is from the Open Reaction Database (ORD), a public repository of structured organic reaction records. The task is: describe an organic reaction: reactants, conditions, products, and yield Starting materials: FC(C1=C(CN2N=CC3=CC(=CC=C23)\C=C/2\C(N(C(S2)=O)CC(=O)O)=O)C=CC(=C1)C(F)(F)F)(F)F ([(5Z)-5-({1-[2,4-Bis(trifluoromethyl)benzyl]-1H-indazol-5-yl}methylidene)-2,4-dioxo-1,3-thiazolidin-3-yl]acetic acid), CN(S(=O)(=O)N)C (N,N-dimethylsulfamide). The product is FC(C1=C(CN2N=CC3=CC(=CC=C23)\C=C/2\C(N(C(S2)=O)CC(=O)NS(N(C)C)(=O)=O)=O)C=CC(=C1)C(F)(F)F)(F)F (2-[(5Z)-5-({1-[2,4-Bis(trifluoromethyl)benzyl]-1H-indazol-5-yl}methylidene)-2,4-dioxo-1,3-thiazolidin-3-yl]-N-(dimethylsulfamoyl)acetamide). Reaction SMILES: [F:1][C:2]([F:36])([F:35])[C:3]1[CH:30]=[C:29]([C:31]([F:34])([F:33])[F:32])[CH:28]=[CH:27][C:4]=1[CH2:5][N:6]1[C:14]2[C:9](=[CH:10][C:11](/[CH:15]=[C:16]3/[C:17](=[O:26])[N:18]([CH2:22][C:23](O)=[O:24])[C:19](=[O:21])[S:20]/3)=[CH:12][CH:13]=2)[CH:8]=[N:7]1.[CH3:37][N:38]([CH3:43])[S:39]([NH2:42])(=[O:41])=[O:40]>>[F:1][C:2]([F:36])([F:35])[C:3]1[CH:30]=[C:29]([C:31]([F:34])([F:32])[F:33])[CH:28]=[CH:27][C:4]=1[CH2:5][N:6]1[C:14]2[C:9](=[CH:10][C:11](/[CH:15]=[C:16]3/[C:17](=[O:26])[N:18]([CH2:22][C:23]([NH:42][S:39](=[O:41])(=[O:40])[N:38]([CH3:43])[CH3:37])=[O:24])[C:19](=[O:21])[S:20]/3)=[CH:12][CH:13]=2)[CH:8]=[N:7]1. Procedure details: 2-[(5Z)-5-({1-[2,4-Bis(trifluoromethyl)benzyl]-1H-indazol-5-yl}methylidene)-2,4-dioxo-1,3-thiazolidin-3-yl]-N-(dimethylsulfamoyl)acetamide was prepared from {5-[1-(2,4-bis-trifluoromethylbenzyl)-1H-indazol-5-ylmethylene]-2,4-dioxo-1,3-thiazolidin-3-yl}acetic acid (Example 59) and N,N-dimethylsulfamide following General Procedure L. Starting materials: ClC=1C=C(C=CC1)C(=O)C=1C=NC2=C(C=CC=C2C1)N1CCN(CC1)C(=O)OC(C)(C)C (1,1-Dimethylethyl 4-{3-[(3-chlorophenyl)carbonyl]-8-quinolinyl}-1-piperazinecarboxylate), Cl (hydrochloric acid). Solvent: O1CCOCC1 (1,4-dioxan). The product is Cl.ClC=1C=C(C=CC1)C(=O)C=1C=NC2=C(C=CC=C2C1)N1CCNCC1 ((3-Chlorophenyl)[8-(1-piperazinyl)-3-quinolinyl]methanone hydrochloride). The yield is 193.9%. As a reaction SMILES: [Cl:1][C:2]1[CH:3]=[C:4]([C:8]([C:10]2[CH:11]=[N:12][C:13]3[C:18]([CH:19]=2)=[CH:17][CH:16]=[CH:15][C:14]=3[N:20]2[CH2:25][CH2:24][N:23](C(OC(C)(C)C)=O)[CH2:22][CH2:21]2)=[O:9])[CH:5]=[CH:6][CH:7]=1.Cl>O1CCOCC1>[ClH:1].[Cl:1][C:2]1[CH:3]=[C:4]([C:8]([C:10]2[CH:11]=[N:12][C:13]3[C:18]([CH:19]=2)=[CH:17][CH:16]=[CH:15][C:14]=3[N:20]2[CH2:25][CH2:24][NH:23][CH2:22][CH2:21]2)=[O:9])[CH:5]=[CH:6][CH:7]=1 |f:3.4|. Procedure: A stirred solution of 1,1 dimethylethyl 4-{3-[(3-chlorophenyl)carbonyl]-8-quinolinyl}-1-piperazinecarboxylate (D6) (0.15 g, 0.33 mmol) in 1,4-dioxan (3 ml) and aqueous 4 M hydrochloric acid (3 ml) was heated at 80° C. for 1.5 h under argon. The reaction mixture was concentrated in vacuo and the residue was stirred with acetone/diethyl ether (2:1)(10 ml) to afford the title compound (E2) as a yellow solid (0.126 g, 0.32 mmol, 98%).